From a dataset of the Open Reaction Database (ORD), a public repository of structured organic reaction records. describe an organic reaction: reactants, conditions, products, and yield As a reaction SMILES: [CH2:1]([O:8][C:9]([N:11]1[CH2:15][C@H:14]([O:16][Si](C(C)(C)C)(C)C)[CH2:13][C@H:12]1[CH2:24][C:25]#[N:26])=[O:10])[C:2]1[CH:7]=[CH:6][CH:5]=[CH:4][CH:3]=1>CO.Cl.C(OCC)(=O)C>[CH2:1]([O:8][C:9]([N:11]1[CH2:15][C@H:14]([OH:16])[CH2:13][C@H:12]1[CH2:24][C:25]#[N:26])=[O:10])[C:2]1[CH:7]=[CH:6][CH:5]=[CH:4][CH:3]=1. The product is C(C1=CC=CC=C1)OC(=O)N1[C@@H](C[C@H](C1)O)CC#N ((2R,4R)-1-benzyloxycarbonyl-2-cyanomethyl-4-hydroxypyrrolidine). Starting materials: C(C1=CC=CC=C1)OC(=O)N1[C@@H](C[C@H](C1)O[Si](C)(C)C(C)(C)C)CC#N ((2R,4R)-1-benzyloxycarbonyl-2-cyanomethyl-4-t-butyldimethylsilyloxypyrrolidine), resultant mixture. Run in C(C)(=O)OCC (ethyl acetate), CO (methanol), Cl (hydrochloric acid). Reported procedure: To a solution of (2R,4R)-1-benzyloxycarbonyl-2-cyanomethyl-4-t-butyldimethylsilyloxypyrrolidine (88 g) in methanol (450 ml), 6N hydrochloric acid (45 ml) was added, and the resultant mixture was stirred at room temperature for 1.5 hours. The reaction mixture was diluted with ethyl acetate, washed with aqueous sodium chloride solution and dried over magnesium sulfate. After removal of the solvent, the residue was purified by silica gel column chromatography to give (2R,4R)-1-benzyloxycarbonyl-2-c... Reactants: CSc1cc(C(F)(F)F)cc(C(F)(F)F)c1C(=O)O, NC1CCCC1NC1CCCC1. Yields the product CSc1cc(C(F)(F)F)cc(C(F)(F)F)c1C(=O)NC1CCCC1NC1CCCC1. As a reaction SMILES: [CH3:13][S:14][c:15]1[c:16]([C:17](=[O:18])[OH:19])[c:20]([C:28]([F:29])([F:30])[F:31])[cH:21][c:22]([C:24]([F:25])([F:26])[F:27])[cH:23]1.[CH:1]1([NH:6][CH:7]2[CH:8]([NH2:12])[CH2:9][CH2:10][CH2:11]2)[CH2:2][CH2:3][CH2:4][CH2:5]1>>[CH:1]1([NH:6][CH:7]2[CH:8]([NH:12][C:17]([c:16]3[c:15]([S:14][CH3:13])[cH:23][c:22]([C:24]([F:25])([F:26])[F:27])[cH:21][c:20]3[C:28]([F:29])([F:30])[F:31])=[O:18])[CH2:9][CH2:10][CH2:11]2)[CH2:2][CH2:3][CH2:4][CH2:5]1.